From a dataset of the Open Reaction Database (ORD), a public repository of structured organic reaction records. describe an organic reaction: reactants, conditions, products, and yield The reactants are object compound, ONCCCP(O)(O)=O (3-(N-hydroxyamino)propylphosphonic acid), [N-]=C=O.[K+] (potassium isocyanate), [OH-].[Na+] (sodium hydroxide), resultant mixture, Cl (hydrochloric acid), Cl (hydrochloric acid). Solvent: O (water), O (water). Run at time 3 hour. The product is C(N)(=O)N(O)CCCP(O)(O)=O (3-(N-carbamoyl-N-hydroxyamino)propylphosphonic acid). Yield: 19.6%. As a reaction SMILES: [OH:1][NH:2][CH2:3][CH2:4][CH2:5][P:6](=[O:9])([OH:8])[OH:7].[N-:10]=[C:11]=[O:12].[K+].Cl.[OH-].[Na+]>O>[C:11]([N:2]([CH2:3][CH2:4][CH2:5][P:6](=[O:8])([OH:7])[OH:9])[OH:1])(=[O:12])[NH2:10] |f:1.2,4.5|. Procedure: A mixture of 3-(N-hydroxyamino)propylphosphonic acid (1.64 g), potassium isocyanate (2.43 g) and water (17 ml) was stirred at ambient temperature for 3 hours, while maintaining the pH at around 5-7 with 3 N hydrochloric acid. The reaction mixture was adjusted to pH 9 with 1 N aqueous sodium hydroxide solution and then stirred at ambient temperature for 20 minutes. The resultant mixture was adjusted to the pH 1.8 with 3 N hydrochloric acid and concentrated under reduced pressure. The residue was ... Starting materials: N(O)C(C)C1=CC=2SC3=CC=CC=C3OC2C=C1 (2-(1-Hydroxaminoethyl)phenoxathiin), C[Si](C)(C)N=C=O (trimethylsilyl isocyanate), O (Water). Solvent: O1CCCC1 (tetrahydrofuran). Run at time 1 hour. Yields the product C1=C(C=CC=2OC3=CC=CC=C3SC12)C(C)N(C(=O)N)O (N-[1-(Phenoxathiin-2-yl)ethyl]-N-hydroxy urea). Reaction SMILES: [NH:1]([CH:3]([C:5]1[CH:18]=[CH:17][C:16]2[O:15][C:14]3[C:9](=[CH:10][CH:11]=[CH:12][CH:13]=3)[S:8][C:7]=2[CH:6]=1)[CH3:4])[OH:2].C[Si]([N:23]=[C:24]=[O:25])(C)C.O>O1CCCC1>[CH:6]1[C:7]2[S:8][C:9]3[C:14](=[CH:13][CH:12]=[CH:11][CH:10]=3)[O:15][C:16]=2[CH:17]=[CH:18][C:5]=1[CH:3]([N:1]([OH:2])[C:24]([NH2:23])=[O:25])[CH3:4]. Procedure: To a solution of the product from Step 2 (250 mg, 0.965 mmol) in tetrahydrofuran (THF, 4 mL) there was added 85% trimethylsilyl isocyanate (196 mg, 1.45 mmol) and the solution was stirred at room temperature for 1 hour. Water (4 mL) was added, stirring was continued for 10 minutes, then the THF was evaporated; the residue was extracted twice with ether and the crude product obtained from evaporation of the extracts was crystallized from ether to afford the title compound as white crystals, m.p.:... The reactants are C1CCOC1, [N-]=[N+]=NCC1CN(c2ccc(C(N)=O)c(F)c2)C(=O)O1, O, c1ccc(P(c2ccccc2)c2ccccc2)cc1. Yields the product NCC1CN(c2ccc(C(N)=O)c(F)c2)C(=O)O1. As a reaction SMILES: [CH2:41]1[O:42][CH2:43][CH2:44][CH2:45]1.[N:20](=[N+:21]=[N-:22])[CH2:23][CH:24]1[CH2:25][N:26]([c:30]2[cH:31][c:32]([F:39])[c:33]([C:36](=[O:37])[NH2:38])[cH:34][cH:35]2)[C:27](=[O:29])[O:28]1.[OH2:40].[c:1]1([P:2]([c:3]2[cH:4][cH:5][cH:6][cH:7][cH:8]2)[c:9]2[cH:10][cH:11][cH:12][cH:13][cH:14]2)[cH:15][cH:16][cH:17][cH:18][cH:19]1>>[NH2:20][CH2:23][CH:24]1[CH2:25][N:26]([c:30]2[cH:31][c:32]([F:39])[c:33]([C:36](=[O:37])[NH2:38])[cH:34][cH:35]2)[C:27](=[O:29])[O:28]1. Reactants: FC(C1=CC=C(C=C1)CC(CN1N=CN=C1)=O)(F)F (1-(4-trifluoromethylphenyl)-3-(1,2,4,-triazol-1-yl)propan-2-one), [I-].C[S+](=O)(C)C (trimethylsulphoxonium iodide), N1C=NC=C1 (imidazole), C([O-])([O-])=O.[K+].[K+] (potassium carbonate). The solvent is C(C)(C)(C)O (tert-butyl alcohol). Yields the product N1(C=NC=C1)CC(CN1N=CN=C1)(O)CC1=CC=C(C=C1)C(F)(F)F (3-(imidazol-1-yl)1-(1,2,4-triazol-1-yl)-2(4-trifluoromethylbenzyl)-propan-2-ol). Reaction SMILES: [F:1][C:2]([F:19])([F:18])[C:3]1[CH:8]=[CH:7][C:6]([CH2:9][C:10](=[O:17])[CH2:11][N:12]2[CH:16]=[N:15][CH:14]=[N:13]2)=[CH:5][CH:4]=1.[I-].C[S+](C)(C)=O.[NH:26]1[CH:30]=[CH:29][N:28]=[CH:27]1.[C:31](=O)([O-])[O-].[K+].[K+]>C(O)(C)(C)C>[N:26]1([CH2:31][C:10]([CH2:9][C:6]2[CH:7]=[CH:8][C:3]([C:2]([F:1])([F:18])[F:19])=[CH:4][CH:5]=2)([OH:17])[CH2:11][N:12]2[CH:16]=[N:15][CH:14]=[N:13]2)[CH:30]=[CH:29][N:28]=[CH:27]1 |f:1.2,4.5.6|. Procedure: 1-(4-trifluoromethylphenyl)-3-(1,2,4,-triazol-1-yl)propan-2-one (1.5 g), trimethylsulphoxonium iodide (1.5 g), imidazole (0.46 g), potassium carbonate (0.75 g) in tert-butyl alcohol (20 ml) was heated at φ° for 3 h. The reaction mixture was partitioned between ethyl acetate and water, and the organic layer was separated, washed with water and then brine, and dried. The dried extract was evaporated to dryness under reduced pressure, and the residue was purified by chromatography on silica, using ... The reactants are C(#N)[BH3-].[Na+] (Sodium cyanoborohydride), C(C)NC=1OC2=C(N1)C=C(C=C2)COC2=CC(=CC=C2)C=O (2-ethylamino-5-(3-formylphenoxymethyl)benzoxazole), N1CCCCC1 (piperidine), C(C)(=O)O (acetic acid). The solvent is CO (methanol). The product is O1C=NC2=C1C=CC=C2 (benzoxazole). Yield: 108.8%. As a reaction SMILES: C([BH3-])#N.[Na+].C(N[C:8]1[O:9][C:10]2[CH:16]=[CH:15][C:14](COC3C=CC=C(C=O)C=3)=[CH:13][C:11]=2[N:12]=1)C.N1CCCCC1.C(O)(=O)C>CO>[O:9]1[C:10]2[CH:16]=[CH:15][CH:14]=[CH:13][C:11]=2[N:12]=[CH:8]1 |f:0.1|. Procedure: Sodium cyanoborohydride (0.17 g) was added portionwise to a solution of 2-ethylamino-5-(3-formylphenoxymethyl)benzoxazole (0.80 g), piperidine (0.23 g) and acetic acid (0.76 ml) in methanol (10 ml) at 0° C. with stirring. The mixture was stirred at the same temperature for 2 hours and for further 6 hours at ambient temperature. The solvent was evaporated in vacuo. The residue was mixed with a saturated sodium bicarbonate solution and extracted with ethyl acetate. The extract was washed with wate... Starting materials: ClCCl, O=C(O)C(F)(F)F, N, [O-][n+]1nc(NCCCN2CCOCC2)nc2cc3c(cc21)OCC3, OO. Yields the product [O-][n+]1nc(NCCCN2CCOCC2)[n+]([O-])c2cc3c(cc21)OCC3. RXN SMILES: [Cl:34][CH2:35][Cl:36].[F:27][C:28]([F:29])([F:31])[C:32](=[O:30])[OH:33].[NH3:37].[O:3]1[CH2:4][CH2:5][N:6]([CH2:9][CH2:10][CH2:11][NH:12][c:13]2[n:14][n+:15]([O-:26])[c:16]3[c:17]([n:18]2)[cH:19][c:20]2[c:21]([cH:22]3)[O:23][CH2:24][CH2:25]2)[CH2:7][CH2:8]1.[OH:1][OH:2]>>[O:3]1[CH2:4][CH2:5][N:6]([CH2:9][CH2:10][CH2:11][NH:12][c:13]2[n:14][n+:15]([O-:26])[c:16]3[c:17]([n+:18]2[O-:30])[cH:19][c:20]2[c:21]([cH:22]3)[O:23][CH2:24][CH2:25]2)[CH2:7][CH2:8]1. Reactants: CC(=O)O[BH-](OC(C)=O)OC(C)=O, COc1ccc(C2=CCC(C)(C)CC2)c(N2CCNCC2)c1, CC(=O)O, CCCCC=O, [Na+], [Na+], C1CCOC1, O=C([O-])O. Product: CCCCCN1CCN(c2cc(OC)ccc2C2=CCC(C)(C)CC2)CC1. RXN SMILES: [C:29]([O:30][BH-:31]([O:32][C:33](=[O:34])[CH3:35])[O:36][C:37](=[O:38])[CH3:39])(=[O:40])[CH3:41].[CH3:1][C:2]1([CH3:22])[CH2:3][CH:4]=[C:5]([c:8]2[c:9]([N:16]3[CH2:17][CH2:18][NH:19][CH2:20][CH2:21]3)[cH:10][c:11]([O:14][CH3:15])[cH:12][cH:13]2)[CH2:6][CH2:7]1.[CH3:43][C:44](=[O:45])[OH:46].[CH:23]([CH2:24][CH2:25][CH2:26][CH3:27])=[O:28].[Na+:42].[Na+:47].[O:52]1[CH2:53][CH2:54][CH2:55][CH2:56]1.[OH:48][C:49](=[O:50])[O-:51]>>[CH3:1][C:2]1([CH3:22])[CH2:3][CH:4]=[C:5]([c:8]2[c:9]([N:16]3[CH2:17][CH2:18][N:19]([CH2:23][CH2:24][CH2:25][CH2:26][CH3:27])[CH2:20][CH2:21]3)[cH:10][c:11]([O:14][CH3:15])[cH:12][cH:13]2)[CH2:6][CH2:7]1. The reactants are CCOC(=O)c1cc(OC(C)Cc2ccccc2)c2sc(C)cc2c1, Cn1ccc(N)n1. Yields the product Cc1cc2cc(C(=O)Nc3ccn(C)n3)cc(OC(C)Cc3ccccc3)c2s1. RXN SMILES: [CH3:8][c:9]1[s:10][c:11]2[c:12]([cH:13]1)[cH:14][c:15]([C:28](=[O:29])[O:30][CH2:31][CH3:32])[cH:16][c:17]2[O:18][CH:19]([CH2:20][c:21]1[cH:22][cH:23][cH:24][cH:25][cH:26]1)[CH3:27].[NH2:1][c:2]1[n:3][n:4]([CH3:7])[cH:5][cH:6]1>>[NH:1]([c:2]1[n:3][n:4]([CH3:7])[cH:5][cH:6]1)[C:28]([c:15]1[cH:14][c:12]2[c:11]([s:10][c:9]([CH3:8])[cH:13]2)[c:17]([O:18][CH:19]([CH2:20][c:21]2[cH:22][cH:23][cH:24][cH:25][cH:26]2)[CH3:27])[cH:16]1)=[O:29]. Reactants: C=1C=CC(=CC1)[C@@H]2[C@H](O2)C=3C=CC=CC3 (trans-stilbene oxide), NC(CO)(CO)C (2-amino-2-methyl-1,3-propanediol). The solvent is O (water), CO (methanol). Reaction conditions: temperature 150 celsius. The product is CC(CO)(CO)NC(C(C1=CC=CC=C1)O)C1=CC=CC=C1 (2-Methyl-2-[(2-hydroxy-1,2-diphenylethyl)amino]-1,3-propanediol). Isolated yield 81.6%. RXN SMILES: [CH:1]1[CH:2]=[CH:3][C:4]([C@H:7]2[O:9][C@@H:8]2[C:10]2[CH:11]=[CH:12][CH:13]=[CH:14][CH:15]=2)=[CH:5][CH:6]=1.[NH2:16][C:17]([CH3:22])([CH2:20][OH:21])[CH2:18][OH:19]>CO.O>[CH3:22][C:17]([NH:16][CH:7]([C:4]1[CH:3]=[CH:2][CH:1]=[CH:6][CH:5]=1)[CH:8]([OH:9])[C:10]1[CH:11]=[CH:12][CH:13]=[CH:14][CH:15]=1)([CH2:20][OH:21])[CH2:18][OH:19]. Procedure details: A mixture of trans-stilbene oxide (2.00 g, 0.010 mol) and 2-amino-2-methyl-1,3-propanediol (3.15 g, 0.030 mol) was heated at 150° C. for 3 hours. The reaction mixture was dissolved in 20 mL of methanol and diluted with water to form a white solid. The solid was collected, washed with water and dried for 18 hours under ambient conditions to obtain 2.46 g (82%) of the product. Recrystallization from toluene gave 2.38 g of material; mp 144°-145° C.